From a dataset of the Open Reaction Database (ORD), a public repository of structured organic reaction records. describe an organic reaction: reactants, conditions, products, and yield Reactants: C([O-])([O-])=O.[K+].[K+] (potassium carbonate), S(=O)([O-])S(=O)[O-].[Na+].[Na+] (sodium hydrosulfite), C(C)(C)(C)OC(NCC1=CC=C(C=C1)CNC1=C(C=NC2=CC(=CC=C12)Br)[N+](=O)[O-])=O (tert-butyl{4-[(7-bromo-3-nitroquinolin-4-ylamino)methyl]benzyl}carbamate). The reagents and catalysts are CC[N+]1=CC=C(C=C1)C2=CC=[N+](C=C2)CC.[Br-].[Br-] (Ethyl viologen dibromide). Run in O (water), ClCCl (dichloromethane), O (water), O (water), ClCCl (dichloromethane). Conditions: time 20 hour. Yields the product C(C)(C)(C)OC(NCC1=CC=C(C=C1)CNC1=C(C=NC2=CC(=CC=C12)Br)N)=O (tert-butyl{4-[(3-amino-7-bromoquinolin-4-ylamino)methyl]benzyl}carbamate). The yield is 100.5%. RXN SMILES: C(=O)([O-])[O-].[K+].[K+].S(S([O-])=O)([O-])=O.[Na+].[Na+].[C:15]([O:19][C:20](=[O:45])[NH:21][CH2:22][C:23]1[CH:28]=[CH:27][C:26]([CH2:29][NH:30][C:31]2[C:40]3[C:35](=[CH:36][C:37]([Br:41])=[CH:38][CH:39]=3)[N:34]=[CH:33][C:32]=2[N+:42]([O-])=O)=[CH:25][CH:24]=1)([CH3:18])([CH3:17])[CH3:16]>O.ClCCl.CC[N+]1C=CC(C2C=C[N+](CC)=CC=2)=CC=1.[Br-].[Br-]>[C:15]([O:19][C:20](=[O:45])[NH:21][CH2:22][C:23]1[CH:28]=[CH:27][C:26]([CH2:29][NH:30][C:31]2[C:40]3[C:35](=[CH:36][C:37]([Br:41])=[CH:38][CH:39]=3)[N:34]=[CH:33][C:32]=2[NH2:42])=[CH:25][CH:24]=1)([CH3:18])([CH3:16])[CH3:17] |f:0.1.2,3.4.5,9.10.11|. Procedure details: Ethyl viologen dibromide (0.069 g, 0.18 mmol), potassium carbonate (12.76 g, 92 mmol) in water (55mL), and sodium hydrosulfite (11.25 g, 65 mmol) in water (55mL) were added sequentially to a solution of tert-butyl{4-[(7-bromo-3-nitroquinolin-4-ylamino)methyl]benzyl}carbamate (9.0 g, 18.5 mmol) in dichloromethane (110 mL). The resulting biphasic mixture was stirred for 20 hours. The reaction was diluted with water (600 mL) and dichloromethane (500 mL). The layers were separated and the aqueous fr... Starting materials: C([O-])([O-])=O.[K+].[K+] (Potassium carbonate), CCCCC1C(=O)N(N(C1=O)C=2C=CC=CC2)C=3C=CC=CC3 (phenylbutazone), C(C(C)(C)C)(=O)OCCl (pivalyloxymethyl chloride). The solvent is CC(=O)C (acetone). Yields the product C1(=CC=CC=C1)N1N(C(C(C1=O)(COC(C(C)(C)C)=O)CCCC)=O)C1=CC=CC=C1 (1,2-diphenyl-4-butyl-4-pivalyloxymethyl-3,5-pyrazolidinedione). The yield is 5.0%. As a reaction SMILES: C(=O)([O-])[O-].[K+].[K+].[CH3:7][CH2:8][CH2:9][CH2:10][CH:11]1[C:16](=[O:17])[N:15]([C:18]2[CH:19]=[CH:20][CH:21]=[CH:22][CH:23]=2)[N:14]([C:24]2[CH:25]=[CH:26][CH:27]=[CH:28][CH:29]=2)[C:12]1=[O:13].[C:30]([O:36][CH2:37]Cl)(=[O:35])[C:31]([CH3:34])([CH3:33])[CH3:32]>CC(C)=O>[C:24]1([N:14]2[C:12](=[O:13])[C:11]([CH2:10][CH2:9][CH2:8][CH3:7])([CH2:37][O:36][C:30](=[O:35])[C:31]([CH3:34])([CH3:33])[CH3:32])[C:16](=[O:17])[N:15]2[C:18]2[CH:19]=[CH:20][CH:21]=[CH:22][CH:23]=2)[CH:25]=[CH:26][CH:27]=[CH:28][CH:29]=1 |f:0.1.2|. Procedure: Potassium carbonate (2.26 g, 0.016 mole) was suspended in an acetone (125 ml) solution of phenylbutazone and the suspension was refluxed overnight. The next day pivalyloxymethyl chloride (4.99 g, 0.033 mole) was added to the resulting solution and the solution was refluxed overnight. The suspension was cooled and filtered; the residue (2.00 g, 83%) was potassium chloride. The filtrate was concentrated in vacuo and the residue was suspended in ether, then filtered. The residue was washed with eth... Yield: 54.0%. As a reaction SMILES: [OH:1][C:2]1([C:18]([F:21])([F:20])[F:19])[CH2:6][S:5][C:4]([NH:7][C:8]2[CH:9]=[C:10]([C:14]([O:16][CH3:17])=O)[S:11][C:12]=2[CH3:13])=[N:3]1.NC(NC1C=C(C(OC)=S)SC=1C)=[S:24].BrCC(C(F)(F)F)=O>>[OH:1][C:2]1([C:18]([F:21])([F:20])[F:19])[CH2:6][S:5][C:4]([NH:7][C:8]2[CH:9]=[C:10]([C:14]([O:16][CH3:17])=[S:24])[S:11][C:12]=2[CH3:13])=[N:3]1. The product is OC1(N=C(SC1)NC=1C=C(SC1C)C(=S)OC)C(F)(F)F (methyl 4-{[4-hydroxy-4-(trifluoromethyl)(1,3-thiazolin-2-yl)]amino}-5-methylthiothiophene-2-carboxylate). Reported procedure: Methyl 4-{[4-hydroxy-4-(trifluoromethyl)(1,3-thiazolin-2-yl)]amino}-5-methylthiophene-2-carboxylate: Using a procedure similar to Example 204, step (a), 56 mg (0.21 mmol) of methyl 4-[(aminothioxomethyl)amino]-5-methylthiothiophene-2-carboxylate was allowed to react with 40 mg (0.21 mmol) of bromotrifluoroacetone (Aldrich Chemical Co., Milwaukee, Wis.) to afford 40.3 mg (54%) of methyl 4-{[4-hydroxy-4-(trifluoromethyl)(1,3-thiazolin-2-yl)]amino}-5-methylthiothiophene-2-carboxylate. Mass spectrum... The reactants are OC1(N=C(SC1)NC=1C=C(SC1C)C(=O)OC)C(F)(F)F (Methyl 4-{[4-hydroxy-4-(trifluoromethyl)(1,3-thiazolin-2-yl)]amino}-5-methylthiophene-2-carboxylate), NC(=S)NC=1C=C(SC1C)C(=S)OC (methyl 4-[(aminothioxomethyl)amino]-5-methylthiothiophene-2-carboxylate), BrCC(=O)C(F)(F)F (bromotrifluoroacetone). RXN SMILES: [CH2:1]([CH3:2])[n:3]1[c:4](-[c:16]2[cH:17][cH:18][c:19]3[c:20]([cH:26]2)[NH:21][C:22](=[O:25])[CH2:23][O:24]3)[c:5]([C:14]#[N:15])[c:6]2[cH:7][cH:8][c:9]([O:12][CH3:13])[cH:10][c:11]12.[CH2:31]1[O:32][CH2:33][CH2:34][CH2:35]1.[CH3:29][I:30].[H-:28].[Na+:27]>>[CH2:1]([CH3:2])[n:3]1[c:4](-[c:16]2[cH:17][cH:18][c:19]3[c:20]([cH:26]2)[N:21]([CH3:29])[C:22](=[O:25])[CH2:23][O:24]3)[c:5]([C:14]#[N:15])[c:6]2[cH:7][cH:8][c:9]([O:12][CH3:13])[cH:10][c:11]12. Product: CCn1c(-c2ccc3c(c2)N(C)C(=O)CO3)c(C#N)c2ccc(OC)cc21. Reactants: CCn1c(-c2ccc3c(c2)NC(=O)CO3)c(C#N)c2ccc(OC)cc21, C1CCOC1, CI, [H-], [Na+]. The reactants are NS(=O)(=O)C1=C(C=CC=C1)C1=CC=C(C=C1)CN1C(=NC(=C1C(=O)OCC)SC)CCCC (ethyl 1-[[2′-(aminosulfonyl)(1,1′-biphenyl)-4-yl]methyl]-2-butyl-4-(methylthio)-1-H-imidazole-5-carboxylate). Reagents/catalysts: [Ni] (Raney nickel), [Ni] (Raney nickel). Solvent: C(C)O (ethanol). Product: NS(=O)(=O)C1=C(C=CC=C1)C1=CC=C(C=C1)CN1C(=NC=C1C(=O)OCC)CCCC (Ethyl 1-[[2′-(Aminosulfonyl)(1,1′-biphenyl)-4-yl]methyl]-2-butyl-1-H-imid-azole-5-carboxylate). Isolated yield 90.5%. As a reaction SMILES: [NH2:1][S:2]([C:5]1[CH:10]=[CH:9][CH:8]=[CH:7][C:6]=1[C:11]1[CH:16]=[CH:15][C:14]([CH2:17][N:18]2[C:22]([C:23]([O:25][CH2:26][CH3:27])=[O:24])=[C:21](SC)[N:20]=[C:19]2[CH2:30][CH2:31][CH2:32][CH3:33])=[CH:13][CH:12]=1)(=[O:4])=[O:3]>C(O)C.[Ni]>[NH2:1][S:2]([C:5]1[CH:10]=[CH:9][CH:8]=[CH:7][C:6]=1[C:11]1[CH:16]=[CH:15][C:14]([CH2:17][N:18]2[C:22]([C:23]([O:25][CH2:26][CH3:27])=[O:24])=[CH:21][N:20]=[C:19]2[CH2:30][CH2:31][CH2:32][CH3:33])=[CH:13][CH:12]=1)(=[O:3])=[O:4]. Reported procedure: 244 mg of ethyl 1-[[2′-(aminosulfonyl)(1,1′-biphenyl)-4-yl]methyl]-2-butyl-4-(methylthio)-1-H-imidazole-5-carboxylate (J. Med. Chem. 1995, 38, 2357) are dissolved in 10 ml of ethanol and 200 mg of Raney nickel are added. The mixture is then refluxed for 6 h, a further 200 mg of Raney nickel are added and it is again refluxed for 3 h. The residue is filtered off and the solvent is removed in vacuo. 200 mg of a colorless oil are obtained. The reactants are ClCCN1N=CC(=C1)B1OC(C(O1)(C)C)(C)C (1-(2-Chloro-ethyl)-4-(4,4,5,5-tetramethyl-[1,3,2]dioxaborolan-2-yl)-1H-pyrazole), C1CCOC1 (THF), CNC (dimethyl amine), [I-].[K+] (potassium iodide). The solvent is solution, O (water). Run at time 48 hour. Yields the product CN(CCN1N=CC(=C1)B1OC(C(O1)(C)C)(C)C)C (Dimethyl-{2-[4-(4,4,5,5-tetramethyl-[1,3,2]dioxaborolan-2-yl)-pyrazol-1-yl]-ethyl}-amine). The yield is 76.0%. RXN SMILES: Cl[CH2:2][CH2:3][N:4]1[CH:8]=[C:7]([B:9]2[O:13][C:12]([CH3:15])([CH3:14])[C:11]([CH3:17])([CH3:16])[O:10]2)[CH:6]=[N:5]1.C1COCC1.[I-].[K+].[CH3:25][NH:26][CH3:27]>O>[CH3:25][N:26]([CH3:27])[CH2:2][CH2:3][N:4]1[CH:8]=[C:7]([B:9]2[O:13][C:12]([CH3:15])([CH3:14])[C:11]([CH3:17])([CH3:16])[O:10]2)[CH:6]=[N:5]1 |f:2.3|. Procedure: 1-(2-Chloro-ethyl)-4-(4,4,5,5-tetramethyl-[1,3,2]dioxaborolan-2-yl)-1H-pyrazole (664 mg, 2.59 mmol) was dissolved in a 2M solution of dimethyl amine in THF (15.32 mL, 30.6 mmol) and stirred for 48 hrs at room temperature. A scoop of potassium iodide was added to the reaction flask and the mixture stirred at 75° C. for 48 hrs. The mixture was cooled, diluted with water and extracted with ethyl acetate. The organics were washed with water and brine, dried over anhydrous sodium sulfate, filtered an... Starting materials: CCO, CCOC(=O)c1cc([N+](=O)[O-])ccc1Oc1ccc(F)c(F)c1, Nc1ccccc1. Product: CCOC(=O)c1cc(N)ccc1Oc1ccc(F)c(F)c1. As a reaction SMILES: [CH3:31][CH2:32][OH:33].[N+:1]([O-:2])(=[O:3])[c:4]1[cH:5][cH:6][c:7]([O:15][c:16]2[cH:17][c:18]([F:23])[c:19]([F:22])[cH:20][cH:21]2)[c:8]([C:9](=[O:10])[O:11][CH2:12][CH3:13])[cH:14]1.[NH2:24][c:25]1[cH:26][cH:27][cH:28][cH:29][cH:30]1>>[NH2:1][c:4]1[cH:5][cH:6][c:7]([O:15][c:16]2[cH:17][c:18]([F:23])[c:19]([F:22])[cH:20][cH:21]2)[c:8]([C:9](=[O:10])[O:11][CH2:12][CH3:13])[cH:14]1.